From a dataset of the Open Reaction Database (ORD), a public repository of structured organic reaction records. describe an organic reaction: reactants, conditions, products, and yield Reactants: ClCCCC1(S(CCCS1=O)=O)C1=CC(=C(C=C1)OC)OC (2-(3-chloropropyl)-2-(3,4-dimethoxyphenyl)-m-dithiane-1,3-dioxide), CNCCC1=CC(OC)=C(OC)C=C1 (N-methyl-homoveratrylamine), CS(=O)C (dimethyl sulphoxide). The solvent is O (water). The product is Cl.COC=1C=C(CCN(CCCC2(S(CCCS2=O)=O)C2=CC(=C(C=C2)OC)OC)C)C=CC1OC (N-(3,4-dimethoxyphenethyl)-2-(3,4-dimethoxyphenyl)-N-methyl-m-dithiane-2-propylamine-1,3-dioxide hydrochloride). As a reaction SMILES: [Cl:1][CH2:2][CH2:3][CH2:4][C:5]1([C:13]2[CH:18]=[CH:17][C:16]([O:19][CH3:20])=[C:15]([O:21][CH3:22])[CH:14]=2)[S:10](=[O:11])[CH2:9][CH2:8][CH2:7][S:6]1=[O:12].[CH3:23][NH:24][CH2:25][CH2:26][C:27]1[CH:36]=[CH:35][C:32]([O:33][CH3:34])=[C:29]([O:30][CH3:31])[CH:28]=1.CS(C)=O>O>[ClH:1].[CH3:31][O:30][C:29]1[CH:28]=[C:27]([CH:36]=[CH:35][C:32]=1[O:33][CH3:34])[CH2:26][CH2:25][N:24]([CH3:23])[CH2:2][CH2:3][CH2:4][C:5]1([C:13]2[CH:18]=[CH:17][C:16]([O:19][CH3:20])=[C:15]([O:21][CH3:22])[CH:14]=2)[S:10](=[O:11])[CH2:9][CH2:8][CH2:7][S:6]1=[O:12] |f:4.5|. Procedure: 3.65 g of 2-(3-chloropropyl)-2-(3,4-dimethoxyphenyl)-m-dithiane-1,3-dioxide, 7.8 g of N-methyl-homoveratrylamine and 20 ml of dimethyl sulphoxide are heated at 50° C under argon for 16 hours. The solution is then poured into 200 ml of water and made strongly alkaline. The excess N-methyl-homoveratrylamine is extracted with ether. The alkaline solution is then extracted with methylene chloride. The methylene chloride extracts are dried over magnesium sulphate. After evaporation of the solvent, th...